From a dataset of the Open Reaction Database (ORD), a public repository of structured organic reaction records. describe an organic reaction: reactants, conditions, products, and yield Starting materials: CN1CCC(CN2CCN(Cc3ccccc3)CC2)(c2ccccc2)CC1, CO. Product: CN1CCC(CN2CCNCC2)(c2ccccc2)CC1. Reaction SMILES: [CH2:1]([c:2]1[cH:3][cH:4][cH:5][cH:6][cH:7]1)[N:8]1[CH2:9][CH2:10][N:11]([CH2:14][C:15]2([c:22]3[cH:23][cH:24][cH:25][cH:26][cH:27]3)[CH2:16][CH2:17][N:18]([CH3:21])[CH2:19][CH2:20]2)[CH2:12][CH2:13]1.[CH3:28][OH:29]>>[NH:8]1[CH2:9][CH2:10][N:11]([CH2:14][C:15]2([c:22]3[cH:23][cH:24][cH:25][cH:26][cH:27]3)[CH2:16][CH2:17][N:18]([CH3:21])[CH2:19][CH2:20]2)[CH2:12][CH2:13]1. The reactants are [OH-].[Na+] (Sodium hydroxide), Cl (hydrogen chloride), C(C)OC(CC(=O)[C@H]1C[C@@H](N(CC1)C(=O)OC)CC1=CC(=CC(=C1)C(F)(F)F)F)=O (Trans-methyl 4-(3-ethoxy-3-oxopropanoyl)-2-(3-fluoro-5-(trifluoromethyl)benzyl)piperidine-1-carboxylate), NO (hydroxylamine). Run in O (water), CO (MeOH). Run at temperature -40 celsius, time 20 minute. Yields the product FC=1C=C(C[C@@H]2N(CC[C@H](C2)C2=CC(NO2)=O)C(=O)OC)C=C(C1)C(F)(F)F (Trans-methyl 2-(3-fluoro-5-(trifluoromethyl)benzyl)-4-(3-oxo-2,3-dihydroisoxazol-5-yl)piperidine-1-carboxylate). Isolated yield 94.5%. RXN SMILES: C([O:3][C:4](=O)[CH2:5][C:6]([C@@H:8]1[CH2:13][CH2:12][N:11]([C:14]([O:16][CH3:17])=[O:15])[C@@H:10]([CH2:18][C:19]2[CH:24]=[C:23]([C:25]([F:28])([F:27])[F:26])[CH:22]=[C:21]([F:29])[CH:20]=2)[CH2:9]1)=[O:7])C.[OH-].[Na+].[NH2:33]O.Cl>CO.O>[F:29][C:21]1[CH:20]=[C:19]([CH:24]=[C:23]([C:25]([F:28])([F:27])[F:26])[CH:22]=1)[CH2:18][C@H:10]1[CH2:9][C@H:8]([C:6]2[O:7][NH:33][C:4](=[O:3])[CH:5]=2)[CH2:13][CH2:12][N:11]1[C:14]([O:16][CH3:17])=[O:15] |f:1.2|. Procedure details: Trans-methyl 4-(3-ethoxy-3-oxopropanoyl)-2-(3-fluoro-5-(trifluoromethyl)benzyl)piperidine-1-carboxylate (0.75 g, 1.73 mmol) (from example 137, step 1) was dissolved in MeOH (15 mL) and cooled to −40° C. Sodium hydroxide (0.073 g, 1.82 mmol) dissolved in water (1 mL) was added over 1 min and the resulting solution was stirred at −40° C. for 20 min. Then hydroxylamine (50% by weight in water, 0.115 mL, 1.88 mmol) was added over 1 min and stirring continued at −40° C. for 2 h 20 min. The reaction m... The reactants are FC(C=1C=C2C(NC=NC2=CC1)=O)(F)F (6-(trifluoromethyl)quinazolin-4(3H)-one), P(Cl)(Cl)(Cl)(Cl)Cl (PCl5), C(N)([O-])=O (carbamate), C1CCC2=NCCCN2CC1 (DBU), tert-butyl rel-(2-{[(3R,4R)-4-allyloxy)-1-(tetrahydro-2H-pyran-4-yl)pyrrolidin-3-yl]amino}-2-oxoethyl, Cl.Cl.NCC(=O)N (2-aminoacetamide-bis-hydrochloride salt), C(C1=CC=CC=C1)(=O)N (benzamide), P(Cl)(Cl)(Cl)(Cl)Cl (PCl5), FC(C=1C=C(C(=O)NCC(=O)O)C=CC1)(F)F ({[3-(trifluoromethyl)benzoyl]amino}acetic acid). The solvent is ClC(C)Cl (dichloroethane), C1(=CC=CC=C1)C (toluene), C(C)#N (acetonitrile). The product is C(C=C)OC1[C@H](CN(C1)C1CCOCC1)NC(CNC1=NC=NC2=CC=C(C=C12)C(F)(F)F)=O (N-((3S)-4-(allyloxy)-1-(tetrahydro-2H-pyran-4-yl)pyrrolidin-3-yl)-2-(6-(trifluoromethyl)quinazolin-4-ylamino)acetamide). The yield is 18.0%. Reaction SMILES: [F:1][C:2]([F:15])([F:14])[C:3]1[CH:4]=[C:5]2[C:10](=[CH:11][CH:12]=1)[N:9]=[CH:8][NH:7][C:6]2=O.P(Cl)(Cl)(Cl)(Cl)Cl.Cl.Cl.[NH2:24][CH2:25][C:26]([NH2:28])=[O:27].[C:29](N)(=[O:36])[C:30]1[CH:35]=[CH:34][CH:33]=CC=1.FC(F)(F)C1C=[C:42](C=CC=1)[C:43]([NH:45][CH2:46][C:47]([OH:49])=O)=O.C(=O)([O-])N.[CH2:59]1[CH2:69]CN2C(=NCCC2)C[CH2:60]1>ClC(Cl)C.C(#N)C.C1(C)C=CC=CC=1>[CH2:69]([O:49][CH:47]1[CH2:46][N:45]([CH:35]2[CH2:30][CH2:29][O:36][CH2:33][CH2:34]2)[CH2:43][C@@H:42]1[NH:28][C:26](=[O:27])[CH2:25][NH:24][C:6]1[C:5]2[C:10](=[CH:11][CH:12]=[C:3]([C:2]([F:15])([F:14])[F:1])[CH:4]=2)[N:9]=[CH:8][N:7]=1)[CH:59]=[CH2:60] |f:2.3.4|. Reported procedure: A solution of 6-(trifluoromethyl)quinazolin-4(3H)-one (84 mg, 0.39 mmol, prepared according to WO2005021500A), PCl5 (106 mg, 0.507 mmol) in dichloroethane was sealed in a microwave-safe tube and was microwaved for 3000 seconds reaching an internal temperature of 170° C. An additional portion of PCl5 (25 mg) was added and the mixture was again microwaved for 3000 seconds reaching an internal temperature of 170° C. The mixture was transferred to a flask, toluene was added, then was concentrated. T... Yield: 97.1%. Starting materials: [H-].[Na+] (NaH), COC1=C2C=C(NC2=CC=C1)C (4-Methoxy-2-methyl-1H-indole), ClCC1=CC=CC2=CC=CC=C12 (1-(chloromethyl)naphthalene). Yields the product COC1=C2C=C(N(C2=CC=C1)CC1=CC=CC2=CC=CC=C12)C (4-methoxy-2-methyl-1-[(1-naphthalenyl)methyl]-1H-indole). Conditions: time 0.67 hour. Reported procedure: 4-Methoxy-2-methyl-1H-indole (644 mg, 4 mmol) was dissolved in 10 mL of DMF and 160 mg (4 mmol) of 60% NaH/mineral oil was added. After 0.67 hours, 707 mg (4 mmol) of 1-(chloromethyl)naphthalene was added. After 5 hours, the mixture was diluted with water and extracted twice with ethyl acetate. The combined ethyl acetate was washed with brine, dried (MgSO4) and concentrated at reduced pressure. The residue was chromatographed on silica gel and eluted with 20% EtOAc/hexane to give 1.17 g (97% yie... Run in O (water), CN(C)C=O (DMF). Reaction SMILES: [CH3:1][O:2][C:3]1[CH:11]=[CH:10][CH:9]=[C:8]2[C:4]=1[CH:5]=[C:6]([CH3:12])[NH:7]2.[H-].[Na+].Cl[CH2:16][C:17]1[C:26]2[C:21](=[CH:22][CH:23]=[CH:24][CH:25]=2)[CH:20]=[CH:19][CH:18]=1>CN(C=O)C.O>[CH3:1][O:2][C:3]1[CH:11]=[CH:10][CH:9]=[C:8]2[C:4]=1[CH:5]=[C:6]([CH3:12])[N:7]2[CH2:16][C:17]1[C:26]2[C:21](=[CH:22][CH:23]=[CH:24][CH:25]=2)[CH:20]=[CH:19][CH:18]=1 |f:1.2|.